This data is from the Open Reaction Database (ORD), a public repository of structured organic reaction records. The task is: describe an organic reaction: reactants, conditions, products, and yield Reactants: ClC1=CC(=NC=C1)C1=CSC=C1 (4-chloro-2-thiophen-3-yl-pyridine), CN1CCNCC1 (1-methylpiperazine), CC(C)O (2-propanol). Reagents/catalysts: Cl (HCl). The solvent is O (water). Reaction conditions: temperature 180 celsius. The product is CN1CCN(CC1)C1=CC(=NC=C1)C1=CSC=C1 (1-Methyl-4-(2-thiophen-3-yl-pyridin-4-yl)-piperazine). Reaction SMILES: Cl[C:2]1[CH:7]=[CH:6][N:5]=[C:4]([C:8]2[CH:12]=[CH:11][S:10][CH:9]=2)[CH:3]=1.[CH3:13][N:14]1[CH2:19][CH2:18][NH:17][CH2:16][CH2:15]1.CC(O)C>Cl.O>[CH3:13][N:14]1[CH2:19][CH2:18][N:17]([C:2]2[CH:7]=[CH:6][N:5]=[C:4]([C:8]3[CH:12]=[CH:11][S:10][CH:9]=3)[CH:3]=2)[CH2:16][CH2:15]1. Procedure: To a microwave tube was added 4-chloro-2-thiophen-3-yl-pyridine (50 mg, 0.26 mmol), 1-methylpiperazine (100 mg, 1 mmol), 2-propanol (0.7 mL) and concentrated HCl (1 drop). The resulting mixture was heated at 180° C. for 40 min using a Personal Chemistry Smith Synthesizer. The resulting mixture was poured into water and extracted with CH2Cl2. The organic layer was dried and concentrated, and the residue was purified by preparative TLC (CH2Cl2/MeOH) to yield the title compound as a solid. Reactants: Cl (hydrochloric acid), C(C)(=O)C1=CC=2SC3=CC=CC=C3OC2C=C1 (2-acetylphenoxathiin), Cl[O-].[Na+] (sodium hypochlorite), [OH-].[Na+] (sodium hydroxide). Solvent: O1CCOCC1 (dioxan). Reaction conditions: time 5 hour. The product is C1=C(C=CC=2OC3=CC=CC=C3SC12)C(=O)O (Phenoxathiin-2-carboxylic acid). As a reaction SMILES: [C:1]([C:4]1[CH:17]=[CH:16][C:15]2[O:14][C:13]3[C:8](=[CH:9][CH:10]=[CH:11][CH:12]=3)[S:7][C:6]=2[CH:5]=1)(=[O:3])C.Cl[O-:19].[Na+].[OH-].[Na+].Cl>O1CCOCC1>[CH:5]1[C:6]2[S:7][C:8]3[C:13](=[CH:12][CH:11]=[CH:10][CH:9]=3)[O:14][C:15]=2[CH:16]=[CH:17][C:4]=1[C:1]([OH:3])=[O:19] |f:1.2,3.4|. Reported procedure: A mixture of 2-acetylphenoxathiin (4.80 g), sodium hypochlorite solution (95 ml.; 5.7% available chlorine), 4% w/v sodium hydroxide solution (100 ml) and dioxan (100 ml) was mechanically stirred on the steam bath for 5 hr. The solution was poured on to ice and excess hydrochloric acid with stirring. The white precipitate was filtered off and dissolved in hot 4% w/v sodium hydroxide solution (40 ml) and filtered. The sodium salt of the required acid crystallised from the filtrate on cooling and w... Reactants: N(=[N+]=[N-])[C@@H]1[C@@H](CCCC1)N1C[C@@H](CC1)NC(CNC(C1=CC(=CC=C1)C(F)(F)F)=O)=O (N-(2-{[(3R)-1-(cis-2-azidocyclohexyl)pyrrolidin-3-yl]amino}-2-oxoethyl)-3-(trifluoromethyl)benzamide). Reagents/catalysts: [Pd] (Pd/C). Solvent: CO (methanol). Conditions: time 3 hour. Product: N[C@@H]1[C@@H](CCCC1)N1C[C@@H](CC1)NC(CNC(C1=CC(=CC=C1)C(F)(F)F)=O)=O (N-(2-{[(3R)-1-(cis-2-aminocyclohexyl)pyrrolidin-3-yl]amino}-2-oxoethyl)-3-(trifluoromethyl)benzamide). Yield: 99.8%. Reaction SMILES: [N:1]([C@H:4]1[CH2:9][CH2:8][CH2:7][CH2:6][C@H:5]1[N:10]1[CH2:14][CH2:13][C@@H:12]([NH:15][C:16](=[O:31])[CH2:17][NH:18][C:19](=[O:30])[C:20]2[CH:25]=[CH:24][CH:23]=[C:22]([C:26]([F:29])([F:28])[F:27])[CH:21]=2)[CH2:11]1)=[N+]=[N-]>CO.[Pd]>[NH2:1][C@H:4]1[CH2:9][CH2:8][CH2:7][CH2:6][C@H:5]1[N:10]1[CH2:14][CH2:13][C@@H:12]([NH:15][C:16](=[O:31])[CH2:17][NH:18][C:19](=[O:30])[C:20]2[CH:25]=[CH:24][CH:23]=[C:22]([C:26]([F:28])([F:29])[F:27])[CH:21]=2)[CH2:11]1. Procedure: To a Parr hydrogenation bottle was added N-(2-{[(3R)-1-(cis-2-azidocyclohexyl)pyrrolidin-3-yl]amino}-2-oxoethyl)-3-(trifluoromethyl)benzamide (0.745 g, 1.70 mmol), dissolved in methanol (20 mL), followed by the addition of 10% Pd/C (0.15 g). This mixture was hydrogenated at 50 psi for 3 h. After the catalyst was filtered and washed with methanol, the filtrate was concentrated in vacuo to give 0.70 g of N-(2-{[(3R)-1-(cis-2-aminocyclohexyl)pyrrolidin-3-yl]amino}-2-oxoethyl)-3-(trifluoromethyl)ben... Starting materials: CC1(OB(OC1(C)C)C1=CC(=C2C=CC=NC2=C1)O[C@H](C)[C@@H]1CC(NC1)=O)C ((R)-4-{(R)-1-[7-(4,4,5,5-Tetramethyl-[1,3,2]dioxaborolan-2-yl)-quinolin-5-yloxy]-ethyl}-pyrrolidin-2-one), BrC1=NC=C(C=C1)C(F)(F)F (2-Bromo-5-trifluoromethyl-pyridine), C([O-])([O-])=O.[Na+].[Na+] (sodium carbonate). The reagents and catalysts are Cl[Pd]([P](C1=CC=CC=C1)(C2=CC=CC=C2)C3=CC=CC=C3)([P](C4=CC=CC=C4)(C5=CC=CC=C5)C6=CC=CC=C6)Cl (Bis(triphenylphosphine)palladium(II) chloride). The solvent is CN(C)C=O (DMF). Product: FC(C=1C=CC(=NC1)C1=CC(=C2C=CC=NC2=C1)O[C@H](C)[C@@H]1CC(NC1)=O)(F)F ((R)-4-{(R)-1-[7-(5-Trifluoromethyl-pyridin-2-yl)-quinolin-5-yloxy]-ethyl}-pyrrolidin-2-one). The yield is 62.1%. Reaction SMILES: CC1(C)C(C)(C)OB([C:9]2[CH:18]=[C:17]3[C:12]([CH:13]=[CH:14][CH:15]=[N:16]3)=[C:11]([O:19][C@@H:20]([C@H:22]3[CH2:26][NH:25][C:24](=[O:27])[CH2:23]3)[CH3:21])[CH:10]=2)O1.Br[C:30]1[CH:35]=[CH:34][C:33]([C:36]([F:39])([F:38])[F:37])=[CH:32][N:31]=1.C(=O)([O-])[O-].[Na+].[Na+]>Cl[Pd](Cl)([P](C1C=CC=CC=1)(C1C=CC=CC=1)C1C=CC=CC=1)[P](C1C=CC=CC=1)(C1C=CC=CC=1)C1C=CC=CC=1.CN(C=O)C>[F:37][C:36]([F:39])([F:38])[C:33]1[CH:34]=[CH:35][C:30]([C:9]2[CH:18]=[C:17]3[C:12]([CH:13]=[CH:14][CH:15]=[N:16]3)=[C:11]([O:19][C@@H:20]([C@H:22]3[CH2:26][NH:25][C:24](=[O:27])[CH2:23]3)[CH3:21])[CH:10]=2)=[N:31][CH:32]=1 |f:2.3.4,^1:48,67|. Procedure details: 500 mg (R)-4-{(R)-1-[7-(4,4,5,5-Tetramethyl-[1,3,2]dioxaborolan-2-yl)-quinolin-5-yloxy]-ethyl}-pyrrolidin-2-one (325 mg 2-Bromo-5-trifluoromethyl-pyridine, 46 mg Bis(triphenylphosphine)palladium(II) chloride, 1.96 mL 2N aqueous sodium carbonate and 10 mL DMF were heated at 80° C. for 18 hours. The reaction was partitioned between DCM and NaHCO3 (sat aq) then the organic layer was separated, dried over Na2SO4, filtered and concentrated in vacuo. The residue was purified by MPLC using a Hept/EtOAc...